Dataset: the Open Reaction Database (ORD), a public repository of structured organic reaction records. Task: describe an organic reaction: reactants, conditions, products, and yield RXN SMILES: [CH2:1]([O:3][C:4](=[O:2])[c:6]1[n:7][n:8](-[c:34]2[cH:35][cH:36][c:37]([O:40][CH3:41])[cH:38][cH:39]2)[c:9]2[c:14]1[CH2:13][CH2:12][N:11]([c:15]1[cH:16][cH:17][c:18]([C:21]3([N:24]([CH3:25])[C:26](=[O:27])[O:28][C:29]([CH3:30])([CH3:31])[CH3:32])[CH2:22][CH2:23]3)[cH:19][cH:20]1)[C:10]2=[O:33])[CH3:5].[CH3:44][CH2:45][OH:46].[Na+:43].[OH-:42]>>[O:3]=[CH:4][c:6]1[n:7][n:8](-[c:34]2[cH:35][cH:36][c:37]([O:40][CH3:41])[cH:38][cH:39]2)[c:9]2[c:14]1[CH2:13][CH2:12][N:11]([c:15]1[cH:16][cH:17][c:18]([C:21]3([N:24]([CH3:25])[C:26](=[O:27])[O:28][C:29]([CH3:30])([CH3:31])[CH3:32])[CH2:22][CH2:23]3)[cH:19][cH:20]1)[C:10]2=[O:33]. Yields the product COc1ccc(-n2nc(C=O)c3c2C(=O)N(c2ccc(C4(N(C)C(=O)OC(C)(C)C)CC4)cc2)CC3)cc1. The reactants are CCOC(=O)c1nn(-c2ccc(OC)cc2)c2c1CCN(c1ccc(C3(N(C)C(=O)OC(C)(C)C)CC3)cc1)C2=O, CCO, [Na+], [OH-].